From a dataset of the Open Reaction Database (ORD), a public repository of structured organic reaction records. describe an organic reaction: reactants, conditions, products, and yield Reactants: NCCCC1=NC=C2N1C1=C(N=C2)N(C(=C1)C1=CN(C2=CC=C(C=C12)OC)C)CO ((1-(3-aminopropyl)-7-(5-methoxy-1-methyl-1H-indol-3-yl)-6H-imidazo[1,5-a]pyrrolo[2,3-e]pyrazin-6-yl)methanol), CC(=O)OC(=O)C (Ac2O), N1=CC=CC=C1 (pyridine), CC(=O)OC(=O)C (Ac2O). Run in C1CCOC1 (THF), C(=O)(O)[O-].[Na+] (NaHCO3). Conditions: time 10 minute. Product: OCN1C(=CC2=C1N=CC=1N2C(=NC1)CCCNC(C)=O)C1=CN(C2=CC=C(C=C12)OC)C (N-(3-(6-(hydroxymethyl)-7-(5-methoxy-1-methyl-1H-indol-3-yl)-6H-imidazo[1,5-a]pyrrolo[2,3-e]pyrazin-1-yl)propyl)acetamide). The yield is 99.9%. As a reaction SMILES: [NH2:1][CH2:2][CH2:3][CH2:4][C:5]1[N:9]2[C:10]3[CH:16]=[C:15]([C:17]4[C:25]5[C:20](=[CH:21][CH:22]=[C:23]([O:26][CH3:27])[CH:24]=5)[N:19]([CH3:28])[CH:18]=4)[N:14]([CH2:29][OH:30])[C:11]=3[N:12]=[CH:13][C:8]2=[CH:7][N:6]=1.[CH3:31][C:32](OC(C)=O)=[O:33].N1C=CC=CC=1>C1COCC1.C([O-])(O)=O.[Na+]>[OH:30][CH2:29][N:14]1[C:11]2[N:12]=[CH:13][C:8]3[N:9]([C:5]([CH2:4][CH2:3][CH2:2][NH:1][C:32](=[O:33])[CH3:31])=[N:6][CH:7]=3)[C:10]=2[CH:16]=[C:15]1[C:17]1[C:25]2[C:20](=[CH:21][CH:22]=[C:23]([O:26][CH3:27])[CH:24]=2)[N:19]([CH3:28])[CH:18]=1 |f:4.5|. Procedure: To a solution of (1-(3-aminopropyl)-7-(5-methoxy-1-methyl-1H-indol-3-yl)-6H-imidazo[1,5-a]pyrrolo[2,3-e]pyrazin-6-yl)methanol (0.116 g, 0.287 mmol) in THF (3 mL) at rt was added Ac2O (0.032 mL, 0.344 mmol) and pyridine (1.0 mL, 12.36 mmol). After about 10 min, additional Ac2O (0.027 mL, 0.287 mmol) was added. After about 15 min the mixture was diluted with aqueous NaHCO3 (10 mL) and extracted with EtOAc (20 mL). The organic layer was dried over anhydrous MgSO4, filtered and concentrated in vacuo... The reactants are CNC(=O)C(Cc1ccc(OC)cc1)NC(=O)C1(CC(CCO)C(=O)OC(C)(C)C)CCCCC1, O=C1NC(=O)c2cc3ccccc3cc21, C1CCOC1, c1ccc(P(c2ccccc2)c2ccccc2)cc1. Yields the product CNC(=O)C(Cc1ccc(OC)cc1)NC(=O)C1(CC(CCN2C(=O)c3cc4ccccc4cc3C2=O)C(=O)OC(C)(C)C)CCCCC1. As a reaction SMILES: [C:1]([CH3:2])([CH3:3])([CH3:4])[O:5][C:6]([CH:7]([CH2:8][CH2:9][OH:10])[CH2:11][C:12]1([C:18]([NH:19][CH:20]([CH2:21][c:22]2[cH:23][cH:24][c:25]([O:28][CH3:29])[cH:26][cH:27]2)[C:30]([NH:31][CH3:32])=[O:33])=[O:34])[CH2:13][CH2:14][CH2:15][CH2:16][CH2:17]1)=[O:35].[O:36]=[C:37]1[NH:38][C:39](=[O:50])[c:40]2[cH:41][c:42]3[c:43]([cH:44][c:45]21)[cH:46][cH:47][cH:48][cH:49]3.[O:70]1[CH2:71][CH2:72][CH2:73][CH2:74]1.[c:51]1([P:52]([c:53]2[cH:54][cH:55][cH:56][cH:57][cH:58]2)[c:59]2[cH:60][cH:61][cH:62][cH:63][cH:64]2)[cH:65][cH:66][cH:67][cH:68][cH:69]1>>[C:1]([CH3:2])([CH3:3])([CH3:4])[O:5][C:6]([CH:7]([CH2:8][CH2:9][N:38]1[C:37](=[O:36])[c:45]2[c:40]([cH:41][c:42]3[c:43]([cH:44]2)[cH:46][cH:47][cH:48][cH:49]3)[C:39]1=[O:50])[CH2:11][C:12]1([C:18]([NH:19][CH:20]([CH2:21][c:22]2[cH:23][cH:24][c:25]([O:28][CH3:29])[cH:26][cH:27]2)[C:30]([NH:31][CH3:32])=[O:33])=[O:34])[CH2:13][CH2:14][CH2:15][CH2:16][CH2:17]1)=[O:35].